From a dataset of the Open Reaction Database (ORD), a public repository of structured organic reaction records. describe an organic reaction: reactants, conditions, products, and yield The reactants are Cl.NC(COC1=NOC2=C1C=C(C=C2)OCC2=CC=CC=C2)COC (3-(2-amino-3-methoxypropoxy)-5-benzyloxy-1,2-benzoisoxazole hydrochloride). Reagents/catalysts: [C].[Pd] (palladium carbon). Run in CO (methanol). Yields the product Cl.NC(COC1=NOC2=C1C=C(C=C2)O)COC (3-(2-amino-3-methoxypropoxy)-5-hydroxy-1,2-benzoisoxazole hydrochloride). Reaction SMILES: [ClH:1].[NH2:2][CH:3]([CH2:23][O:24][CH3:25])[CH2:4][O:5][C:6]1[C:10]2[CH:11]=[C:12]([O:15]CC3C=CC=CC=3)[CH:13]=[CH:14][C:9]=2[O:8][N:7]=1>CO.[C].[Pd]>[ClH:1].[NH2:2][CH:3]([CH2:23][O:24][CH3:25])[CH2:4][O:5][C:6]1[C:10]2[CH:11]=[C:12]([OH:15])[CH:13]=[CH:14][C:9]=2[O:8][N:7]=1 |f:0.1,3.4,5.6|. Procedure details: To a suspension of 0.40 g of 3-(2-amino-3-methoxypropoxy)-5-benzyloxy-1,2-benzoisoxazole hydrochloride in 20 ml of methanol is added 0.1 g of 5% palladium carbon, and they are subjected to catalytic reduction at 20°-25° C. under atmospheric pressure. The 5% palladium carbon is removed from the reaction mixture by filtration, and the solvent is removed from the filtrate by distillation under reduced pressure. The residue obtained is crystallized from 2-propanol, and the crystals are collected by ...